Task: describe an organic reaction: reactants, conditions, products, and yield. Dataset: the Open Reaction Database (ORD), a public repository of structured organic reaction records The reactants are CCCCCN, CN1CCCC1=O, CCOC(C)=O, COC(=O)c1ccc(Cc2c(C)nc(N)nc2Cl)c(OC)c1. The product is CCCCCNc1nc(N)nc(C)c1Cc1ccc(C(=O)OC)cc1OC. RXN SMILES: [CH2:1]([CH2:2][CH2:3][CH2:4][CH3:5])[NH2:6].[CH3:29][N:30]1[CH2:31][CH2:32][CH2:33][C:34]1=[O:35].[CH3:36][CH2:37][O:38][C:39]([CH3:40])=[O:41].[NH2:7][c:8]1[n:9][c:10]([CH3:28])[c:11]([CH2:15][c:16]2[c:17]([O:26][CH3:27])[cH:18][c:19]([C:20](=[O:21])[O:22][CH3:23])[cH:24][cH:25]2)[c:12]([Cl:14])[n:13]1>>[CH2:1]([CH2:2][CH2:3][CH2:4][CH3:5])[NH:6][c:12]1[c:11]([CH2:15][c:16]2[c:17]([O:26][CH3:27])[cH:18][c:19]([C:20](=[O:21])[O:22][CH3:23])[cH:24][cH:25]2)[c:10]([CH3:28])[n:9][c:8]([NH2:7])[n:13]1.